describe an organic reaction: reactants, conditions, products, and yield From a dataset of the Open Reaction Database (ORD), a public repository of structured organic reaction records. Yields the product FC(C(=O)N1CC2=CC=C(C=C2CC1)CN1CCCCC1)(F)F (2,2,2-Trifluoro-1-(6-(piperidin-1-ylmethyl)-3,4-dihydroisoquinolin-2(1H)-yl)ethanone). The solvent is ClCCl (dichloromethane), C(O)([O-])=O.[Na+] (sodium hydrogen carbonate), ClCCCl (1,2-dichloroethane). Run at time 15 hour. Reported procedure: 2-(2,2,2-Trifluoroacetyl)-1,2,3,4-tetrahydroisoquinoline-6-carbaldehyde (2 g, 7.78 mmol) and piperidine (660 mg, 7.78 mmol) were dissolved in 1,2-dichloroethane (24 ml), and sodium triacetoxyborohydride (2.29 g, 10.89 mmol) was added. The reaction mixture was stirred for 15 h, then diluted with dichloromethane, and sat. sodium hydrogen carbonate solution (100 ml) was added. After phase separation, the aqueous phase was extracted with dichloromethane (3×100 ml). The combined organic phases were w... RXN SMILES: [F:1][C:2]([F:18])([F:17])[C:3]([N:5]1[CH2:14][CH2:13][C:12]2[C:7](=[CH:8][CH:9]=[C:10]([CH:15]=O)[CH:11]=2)[CH2:6]1)=[O:4].[NH:19]1[CH2:24][CH2:23][CH2:22][CH2:21][CH2:20]1.C(O[BH-](OC(=O)C)OC(=O)C)(=O)C.[Na+]>ClCCCl.ClCCl.C(=O)([O-])O.[Na+]>[F:1][C:2]([F:18])([F:17])[C:3]([N:5]1[CH2:14][CH2:13][C:12]2[C:7](=[CH:8][CH:9]=[C:10]([CH2:15][N:19]3[CH2:24][CH2:23][CH2:22][CH2:21][CH2:20]3)[CH:11]=2)[CH2:6]1)=[O:4] |f:2.3,6.7|. Starting materials: FC(C(=O)N1CC2=CC=C(C=C2CC1)C=O)(F)F (2-(2,2,2-Trifluoroacetyl)-1,2,3,4-tetrahydroisoquinoline-6-carbaldehyde), N1CCCCC1 (piperidine), C(C)(=O)O[BH-](OC(C)=O)OC(C)=O.[Na+] (sodium triacetoxyborohydride).